From a dataset of the Open Reaction Database (ORD), a public repository of structured organic reaction records. describe an organic reaction: reactants, conditions, products, and yield Reactants: C1COCCO1, ClCCl, Cl, CN(CCO)CCCCCCCC(=O)Nc1ccc(C(=O)OC(C)(C)C)cc1. Product: Cl, CN(CCO)CCCCCCCC(=O)Nc1ccc(C(=O)O)cc1. RXN SMILES: [CH2:30]1[O:31][CH2:32][CH2:33][O:34][CH2:35]1.[Cl:36][CH2:37][Cl:38].[ClH:29].[OH:1][CH2:2][CH2:3][N:4]([CH2:5][CH2:6][CH2:7][CH2:8][CH2:9][CH2:10][CH2:11][C:12](=[O:13])[NH:14][c:15]1[cH:16][cH:17][c:18]([C:19](=[O:20])[O:21][C:22]([CH3:23])([CH3:24])[CH3:25])[cH:26][cH:27]1)[CH3:28]>>[ClH:29].[OH:1][CH2:2][CH2:3][N:4]([CH2:5][CH2:6][CH2:7][CH2:8][CH2:9][CH2:10][CH2:11][C:12](=[O:13])[NH:14][c:15]1[cH:16][cH:17][c:18]([C:19](=[O:20])[OH:21])[cH:26][cH:27]1)[CH3:28]. Starting materials: Cc1ccccc1, [Cl-], [Cl-], [Cl-], [Cl-], NS(=O)(=O)c1cc(C(=O)Cl)ccc1Cl, [Ti+4], c1ccc2sccc2c1. Yields the product NS(=O)(=O)c1cc(C(=O)c2csc3ccccc23)ccc1Cl. As a reaction SMILES: [CH3:24][c:25]1[cH:26][cH:27][cH:28][cH:29][cH:30]1.[Cl-:31].[Cl-:32].[Cl-:33].[Cl-:34].[Cl:1][c:2]1[c:3]([S:11]([NH2:12])(=[O:13])=[O:14])[cH:4][c:5]([C:6](=[O:7])[Cl:8])[cH:9][cH:10]1.[Ti+4:35].[s:15]1[c:16]2[c:17]([cH:18][cH:19]1)[cH:20][cH:21][cH:22][cH:23]2>>[Cl:1][c:2]1[c:3]([S:11]([NH2:12])(=[O:13])=[O:14])[cH:4][c:5]([C:6](=[O:7])[c:18]2[c:17]3[c:16]([s:15][cH:19]2)[cH:23][cH:22][cH:21][cH:20]3)[cH:9][cH:10]1. The reactants are ClCCN1C=CC2=CC=CC=C12 (1-(2-chloroethyl)indole), C(C(=C)C)(=O)[O-].[K+] (potassium methacrylate), [I-].[K+] (potassium iodide), C1(O)=CC=C(O)C=C1 (hydroquinone). Solvent: CN(C=O)C (N,N-dimethylformamide). Conditions: temperature 100 celsius, time 2.5 hour. The product is C(C(=C)C)(=O)OCCN1C=CC2=CC=CC=C12 (1-(2-methacryloyloxyethyl) indole). Isolated yield 78.9%. As a reaction SMILES: Cl[CH2:2][CH2:3][N:4]1[C:12]2[C:7](=[CH:8][CH:9]=[CH:10][CH:11]=2)[CH:6]=[CH:5]1.[C:13]([O-:18])(=[O:17])[C:14]([CH3:16])=[CH2:15].[K+].[I-].[K+].C1(C=CC(O)=CC=1)O>CN(C)C=O>[C:13]([O:18][CH2:2][CH2:3][N:4]1[C:12]2[C:7](=[CH:8][CH:9]=[CH:10][CH:11]=2)[CH:6]=[CH:5]1)(=[O:17])[C:14]([CH3:16])=[CH2:15] |f:1.2,3.4|. Procedure details: Subsequently, 1-(2-chloroethyl)indole (15.4 g), potassium methacrylate (21.3 g), potassium iodide (7.1 g), N,N-dimethylformamide (40 ml), and a small amount of hydroquinone were placed in a 200-ml flask equipped with a stirrer and a condenser tube. The mixture was heated to 100° C. and stirred for 2.5 hours. After completion of reaction, insoluble matter was removed by filtration, and the filtrate was concentrated under reduced pressure. This reaction mixture was purified further by silica gel c... Reactants: CS(=O)(=O)OCCCc1ccccc1OCc1coc(C=Cc2ccccc2)n1, c1c[nH]cn1. Product: C(=Cc1nc(COc2ccccc2CCCn2ccnc2)co1)c1ccccc1. As a reaction SMILES: [CH3:6][S:7]([O:8][CH2:11][CH2:12][CH2:13][c:14]1[c:15]([O:20][CH2:21][c:22]2[n:23][c:24]([CH:27]=[CH:28][c:29]3[cH:30][cH:31][cH:32][cH:33][cH:34]3)[o:25][cH:26]2)[cH:16][cH:17][cH:18][cH:19]1)(=[O:9])=[O:10].[nH:1]1[cH:2][n:3][cH:4][cH:5]1>>[n:1]1([CH2:11][CH2:12][CH2:13][c:14]2[c:15]([O:20][CH2:21][c:22]3[n:23][c:24]([CH:27]=[CH:28][c:29]4[cH:30][cH:31][cH:32][cH:33][cH:34]4)[o:25][cH:26]3)[cH:16][cH:17][cH:18][cH:19]2)[cH:2][n:3][cH:4][cH:5]1. Reactants: O=C([O-])O, C1CCOC1, C1CCOC1, CSc1ncc2c(n1)N1CCCC1CN(CC1CCN(C(=O)OC(C)(C)C)CC1)C2=O, CCN, ClCCl, [Na+], O=C(OO)c1cccc(Cl)c1. Product: CCNc1ncc2c(n1)N1CCCC1CN(CC1CCN(C(=O)OC(C)(C)C)CC1)C2=O. As a reaction SMILES: [C:43](=[O:44])([OH:45])[O-:46].[CH2:51]1[O:52][CH2:53][CH2:54][CH2:55]1.[CH2:59]1[O:60][CH2:61][CH2:62][CH2:63]1.[CH3:1][S:2][c:3]1[n:4][cH:5][c:6]2[c:7]([n:31]1)[N:8]1[CH2:9][CH2:10][CH2:11][CH:12]1[CH2:13][N:14]([CH2:17][CH:18]1[CH2:19][CH2:20][N:21]([C:24](=[O:25])[O:26][C:27]([CH3:28])([CH3:29])[CH3:30])[CH2:22][CH2:23]1)[C:15]2=[O:16].[CH3:48][CH2:49][NH2:50].[Cl:56][CH2:57][Cl:58].[Na+:47].[OH:32][O:33][C:34]([c:35]1[cH:36][c:37]([Cl:38])[cH:39][cH:40][cH:41]1)=[O:42]>>[c:3]1([NH:50][CH2:49][CH3:48])[n:4][cH:5][c:6]2[c:7]([n:31]1)[N:8]1[CH2:9][CH2:10][CH2:11][CH:12]1[CH2:13][N:14]([CH2:17][CH:18]1[CH2:19][CH2:20][N:21]([C:24](=[O:25])[O:26][C:27]([CH3:28])([CH3:29])[CH3:30])[CH2:22][CH2:23]1)[C:15]2=[O:16].